From a dataset of the Open Reaction Database (ORD), a public repository of structured organic reaction records. describe an organic reaction: reactants, conditions, products, and yield Reactants: FC(C(=O)O)(F)F.NC=1C(=NC(=CN1)C=1SC=CC1)NCC1=CC=C(C=C1)O (4-[(3-amino-6-thiophen-2-yl-pyrazin-2-ylamino)-methyl]-phenol trifluoroacetic acid salt). Run in C(OCC)(OCC)OCC (triethyl orthoformate). Yields the product S1C(=CC=C1)C1=CN=C2C(=N1)N(C=N2)CC2=CC=C(C=C2)O (4-(6-thiophen-2-yl-imidazo[4,5-b]pyrazin-1-ylmethyl)-phenol). Isolated yield 67.6%. As a reaction SMILES: F[C:2](F)(F)C(O)=O.[NH2:8][C:9]1[C:10]([NH:20][CH2:21][C:22]2[CH:27]=[CH:26][C:25]([OH:28])=[CH:24][CH:23]=2)=[N:11][C:12]([C:15]2[S:16][CH:17]=[CH:18][CH:19]=2)=[CH:13][N:14]=1>C(OCC)(OCC)OCC>[S:16]1[CH:17]=[CH:18][CH:19]=[C:15]1[C:12]1[N:11]=[C:10]2[N:20]([CH2:21][C:22]3[CH:27]=[CH:26][C:25]([OH:28])=[CH:24][CH:23]=3)[CH:2]=[N:8][C:9]2=[N:14][CH:13]=1 |f:0.1|. Procedure: A solution of 4-[(3-amino-6-thiophen-2-yl-pyrazin-2-ylamino)-methyl]-phenol trifluoroacetic acid salt (10 mg, 0.024 mmol) in triethyl orthoformate (1.5 mL) was refluxed for 4 hours. The starting material was disappeared completely. After evaporation of triethyl orthoformate, the crude product was crystallized in hexane-dichloromethane system to provide 4-(6-thiophen-2-yl-imidazo[4,5-b]pyrazin-1-ylmethyl)-phenol as a brown solid (5 mg). The reactants are C(=C\C1=CC=CC=C1)/S(=O)(=O)Cl ((E)-styrylsulfonyl chloride), ClC1=CC=C(N)C=C1 (4-chloroaniline). The product is C(=C\C1=CC=CC=C1)/S(=O)(=O)NC1=CC=C(C=C1)Cl ((E)-styryl-N-4-chlorophenyl sulfonamide). Yield: 56.0%. RXN SMILES: [CH:1](/[S:9](Cl)(=[O:11])=[O:10])=[CH:2]\[C:3]1[CH:8]=[CH:7][CH:6]=[CH:5][CH:4]=1.[Cl:13][C:14]1[CH:20]=[CH:19][C:17]([NH2:18])=[CH:16][CH:15]=1>>[CH:1](/[S:9]([NH:18][C:17]1[CH:19]=[CH:20][C:14]([Cl:13])=[CH:15][CH:16]=1)(=[O:11])=[O:10])=[CH:2]\[C:3]1[CH:8]=[CH:7][CH:6]=[CH:5][CH:4]=1. Reported procedure: A solution of (E)-styrylsulfonyl chloride (10 mmol) and 4-chloroaniline (10 mmol) was subjected to General Procedure 1, part B. The title compound, melting point 107-109° C. was obtained in 56% yield.